Dataset: the Open Reaction Database (ORD), a public repository of structured organic reaction records. Task: describe an organic reaction: reactants, conditions, products, and yield Reaction SMILES: [CH3:1][O:2][C:3]([C:5]1[CH:9]=[C:8]([C:10]([O:12][CH3:13])=[O:11])[NH:7][N:6]=1)=[O:4].[H-].[Na+].[H][H].[C:18]1([C:24](Cl)([C:31]2[CH:36]=[CH:35][CH:34]=[CH:33][CH:32]=2)[C:25]2[CH:30]=[CH:29][CH:28]=[CH:27][CH:26]=2)[CH:23]=[CH:22][CH:21]=[CH:20][CH:19]=1>O.CN(C=O)C>[C:18]1([C:24]([C:25]2[CH:26]=[CH:27][CH:28]=[CH:29][CH:30]=2)([C:31]2[CH:32]=[CH:33][CH:34]=[CH:35][CH:36]=2)[N:7]2[C:8]([C:10]([O:12][CH3:13])=[O:11])=[CH:9][C:5]([C:3]([O:2][CH3:1])=[O:4])=[N:6]2)[CH:19]=[CH:20][CH:21]=[CH:22][CH:23]=1 |f:1.2|. Run in O (H2O), CN(C)C=O (DMF), CN(C)C=O (DMF), O (H2O), CN(C)C=O (DMF). Run at time 1.5 hour. Starting materials: COC(=O)C1=NNC(=C1)C(=O)OC (3,5-pyrazoledicarboxylic acid dimethyl ester), C1(=CC=CC=C1)C(C1=CC=CC=C1)(C1=CC=CC=C1)Cl (triphenylmethyl chloride), [H-].[Na+] (NaH), [H][H] (hydrogen). The product is C1(=CC=CC=C1)C(N1N=C(C=C1C(=O)OC)C(=O)OC)(C1=CC=CC=C1)C1=CC=CC=C1 (1-Triphenylmethyl-3,5-pyrazoledicarboxylic acid, dimethyl ester). Procedure: To a solution of 1.84 g. (10 mmol) of 3,5-pyrazoledicarboxylic acid dimethyl ester* in 15 ml. of DMF, stirred at 0° under argon, was added 480 mg. (10 mmol) of 50% NaH (suspension in mineral oil). After the evolution of hydrogen had ceased, 2.7 g. (10 mmol) of triphenylmethyl chloride in 20 ml. of DMF was added dropwise. The mixture was allowed to warm to room temperature, stirred 1.5 hours, poured into H2O, and the resulting precipitate filtered. After recrystallization from 2-ethoxyethanol-H2O...